This data is from the Open Reaction Database (ORD), a public repository of structured organic reaction records. The task is: describe an organic reaction: reactants, conditions, products, and yield Reactants: [OH-].[K+] (potassium hydroxide), CC(=C(C(=O)O)C)C1=CC=C(C=C1)OCCCCO (Methyl 3-[4-(4-Hydroxybutyloxy)phenyl]-2-methylacrylic Acid), Cl (hydrochloric acid). Solvent: CO (methanol). Product: OCCCCOC1=CC=C(C=C1)C=C(C(=O)O)C (3-[4-(4-Hydroxybutyloxy)phenyl]-2-methylacrylic Acid). Yield: 57.2%. RXN SMILES: C[C:2]([C:8]1[CH:13]=[CH:12][C:11]([O:14][CH2:15][CH2:16][CH2:17][CH2:18][OH:19])=[CH:10][CH:9]=1)=[C:3]([CH3:7])[C:4]([OH:6])=[O:5].[OH-].[K+].Cl>CO>[OH:19][CH2:18][CH2:17][CH2:16][CH2:15][O:14][C:11]1[CH:10]=[CH:9][C:8]([CH:2]=[C:3]([CH3:7])[C:4]([OH:6])=[O:5])=[CH:13][CH:12]=1 |f:1.2|. Procedure: In a 300 ml three neck distillation flask, the compound prepared above in (7b) (13.6 g, 48.9 mmol) and methanol (50 ml) were placed. To the flask, aqueous solution (30 ml) of potassium hydroxide (5.5 g, 98 mmol) was dropwise added. After the mixture was refluxed for 2 hours, dilute hydrochloric acid was added to precipitate crystalline product. The product was collected by filtration, and recrystallized from acetonitrile to obtain the titled compounds (7.0 g, yield: 57%).